Dataset: the Open Reaction Database (ORD), a public repository of structured organic reaction records. Task: describe an organic reaction: reactants, conditions, products, and yield The reactants are COC1=CC=C(CBr)C=C1 (4-methoxybenzyl bromide), NC1=NC=CC=C1O (2-amino-3-hydroxypyridine). The reagents and catalysts are CCCCCCCC[N+](C)(CCCCCCCC)CCCCCCCC.[Cl-] (Adogen 464). Run in [OH-].[Na+] (sodium hydroxide), ClCCl (dichloromethane), O (water), ClCCl (dichloromethane). Run at time 16 hour. Yields the product NC1=NC=CC=C1OCC1=CC=C(C=C1)OC (2- Amino- 3-(4-methoxybenzyloxy)pyridine). Yield: 76.7%. Reaction SMILES: [CH3:1][O:2][C:3]1[CH:10]=[CH:9][C:6]([CH2:7]Br)=[CH:5][CH:4]=1.[NH2:11][C:12]1[C:17]([OH:18])=[CH:16][CH:15]=[CH:14][N:13]=1>[OH-].[Na+].ClCCl.CCCCCCCC[N+](CCCCCCCC)(CCCCCCCC)C.[Cl-].O>[NH2:11][C:12]1[C:17]([O:18][CH2:7][C:6]2[CH:9]=[CH:10][C:3]([O:2][CH3:1])=[CH:4][CH:5]=2)=[CH:16][CH:15]=[CH:14][N:13]=1 |f:2.3,5.6|. Procedure: A mixture of 4-methoxybenzyl bromide (25 g, 0.159 mol) and 2-amino-3-hydroxypyridine (15.9 g, 0.145 mol) in 40% aqueous sodium hydroxide solution (150 ml) and dichloromethane (150 ml) was treated with Adogen 464 (5 ml) and stirred vigorously at room temperature for 16 hours. The mixture was diluted with further water and dichloromethane, the product extracted into dichloromethane, and the combined organic layers washed with water, dried and evaporated. The resulting solid was washed with ether t... Reactants: CS(C)=O, ClCCl, O=C(Cl)C(=O)Cl, CC(C)(CO)c1ccc(F)cc1. Product: CC(C)(C=O)c1ccc(F)cc1. RXN SMILES: [CH3:1][S:2]([CH3:3])=[O:4].[Cl:23][CH2:24][Cl:25].[Cl:5][C:6]([C:7]([Cl:8])=[O:9])=[O:10].[F:11][c:12]1[cH:13][cH:14][c:15]([C:18]([CH2:19][OH:20])([CH3:21])[CH3:22])[cH:16][cH:17]1>>[F:11][c:12]1[cH:13][cH:14][c:15]([C:18]([CH:19]=[O:20])([CH3:21])[CH3:22])[cH:16][cH:17]1. Starting materials: CCCC(C)O, COc1ccc2c(Cl)cnnc2c1, Cl, Cc1ccc(N)cc1O. As a reaction SMILES: [CH3:24][CH:25]([OH:26])[CH2:27][CH2:28][CH3:29].[Cl:2][c:3]1[cH:4][n:5][n:6][c:7]2[cH:8][c:9]([O:13][CH3:14])[cH:10][cH:11][c:12]12.[ClH:1].[OH:15][c:16]1[cH:17][c:18]([NH2:19])[cH:20][cH:21][c:22]1[CH3:23]>>[ClH:2].[c:3]1([NH:19][c:18]2[cH:17][c:16]([OH:15])[c:22]([CH3:23])[cH:21][cH:20]2)[cH:4][n:5][n:6][c:7]2[cH:8][c:9]([O:13][CH3:14])[cH:10][cH:11][c:12]12. Yields the product Cl, COc1ccc2c(Nc3ccc(C)c(O)c3)cnnc2c1. Reactants: FC=1C=C(C=C(C1)F)C1=C(C(C2=CC(=CC=C12)OCCCN1CCNCC1)=O)C=1C=NC=CC1 (3-(3,5-Difluorophenyl)-6-(3-(piperazin-1-yl)propoxy)-2-(pyridin-3-yl)-1H-inden-1-one), C(C)(=O)OC(C)=O (acetic anhydride), N1=CC=CC=C1 (Pyridine). Run in C(Cl)Cl (CH2Cl2), C(Cl)Cl (CH2Cl2). Conditions: temperature 0 celsius, time 15 hour. The product is C(C)(=O)N1CCN(CC1)CCCOC1=CC=C2C(=C(C(C2=C1)=O)C=1C=NC=CC1)C1=CC(=CC(=C1)F)F (6-(3-(4-Acetylpiperazin-1-yl)propoxy)-3-(3,5-difluorophenyl)-2-(pyridin-3-yl)-1H-inden-1-one). The yield is 59.0%. Reaction SMILES: [F:1][C:2]1[CH:3]=[C:4]([C:9]2[C:17]3[C:12](=[CH:13][C:14]([O:18][CH2:19][CH2:20][CH2:21][N:22]4[CH2:27][CH2:26][NH:25][CH2:24][CH2:23]4)=[CH:15][CH:16]=3)[C:11](=[O:28])[C:10]=2[C:29]2[CH:30]=[N:31][CH:32]=[CH:33][CH:34]=2)[CH:5]=[C:6]([F:8])[CH:7]=1.N1C=CC=CC=1.[C:41](OC(=O)C)(=[O:43])[CH3:42]>C(Cl)Cl>[C:41]([N:25]1[CH2:26][CH2:27][N:22]([CH2:21][CH2:20][CH2:19][O:18][C:14]2[CH:13]=[C:12]3[C:17]([C:9]([C:4]4[CH:5]=[C:6]([F:8])[CH:7]=[C:2]([F:1])[CH:3]=4)=[C:10]([C:29]4[CH:30]=[N:31][CH:32]=[CH:33][CH:34]=4)[C:11]3=[O:28])=[CH:16][CH:15]=2)[CH2:23][CH2:24]1)(=[O:43])[CH3:42]. Procedure: To a 10 mL round-bottomed flask, 6-(3-(piperazin-1-yl)propoxy)-3-(3,5-difluorophenyl)-2-(pyridin-3-yl)-1H-inden-1-one (40 mg, 0.09 mmol) obtained in Step 1 of Example 66 and CH2Cl2 (2 mL, 0.05M) were charged. Pyridine (0.01 mL, 1.2 eq) was added and then the mixture was cooled to 0° C. and treated with acetic anhydride (0.01 mL, 1.2 eq). After being stirred for 15 h, the mixture was diluted with CH2Cl2 and washed with H2O and brine. The organic layer was dried over MgSO4 and concentrated in vacu... The reactants are C1(=CC=C(C=C1)S(=O)(=O)OS(=O)(=O)C1=CC=C(C=C1)C)C (p-Toluenesulfonic anhydride), C(C)(C)N(C(C)C)CC (N,N-diisopropylethylamine), ice, N12C(C(C2CCC1=O)=O)C(=O)OCC1=CC=CC=C1 (benzyl 1-azabicyclo[2.3.0]heptan-3,7-dione-2-carboxylate). Solvent: C(Cl)Cl (methylene chloride), C(Cl)Cl (methylene chloride). Conditions: time 2.5 hour. Product: C1(=CC=C(C=C1)S(=O)(=O)OC1=C(N2C(CC2C1)=O)C(=O)OCC1=CC=CC=C1)C (benzyl 3-(p-toluenesulfonyloxy)-1-azabicyclo[3.2.0]hept-2-en-7-one-2-carboxylate). The yield is 66.8%. Reaction SMILES: C1(C)C=CC(S([O:10][S:11]([C:14]2[CH:19]=[CH:18][C:17]([CH3:20])=[CH:16][CH:15]=2)(=[O:13])=[O:12])(=O)=O)=CC=1.C(N(CC)C(C)C)(C)C.[N:31]12[C:37](=[O:38])[CH2:36][CH2:35][CH:34]1[C:33](=O)[CH:32]2[C:40]([O:42][CH2:43][C:44]1[CH:49]=[CH:48][CH:47]=[CH:46][CH:45]=1)=[O:41]>C(Cl)Cl>[C:17]1([CH3:20])[CH:16]=[CH:15][C:14]([S:11]([O:10][C:33]2[CH2:34][CH:35]3[N:31]([C:37](=[O:38])[CH2:36]3)[C:32]=2[C:40]([O:42][CH2:43][C:44]2[CH:49]=[CH:48][CH:47]=[CH:46][CH:45]=2)=[O:41])(=[O:12])=[O:13])=[CH:19][CH:18]=1. Reported procedure: p-Toluenesulfonic anhydride (326 mg, 1 mμol) and N,N-diisopropylethylamine (192 μl, 1.1 mμol) are added to an ice-cold, stirring solution of benzyl 1-azabicyclo[2.3.0]heptan-3,7-dione-2-carboxylate (259 mg, 1 mμol) in anhydrous methylene chloride (10 ml). The resulting solution is stirred in the cold and under a nitrogen atmosphere for 2.5 hours. The solution is diluted with methylene chloride (20 ml), washed with water (10 ml). 1 M pH3 phosphate buffer (10 ml) and 5% aqueous sodium bicarbonate ...